From a dataset of the Open Reaction Database (ORD), a public repository of structured organic reaction records. describe an organic reaction: reactants, conditions, products, and yield Reactants: [Si](C1=CC=CC=C1)(C1=CC=CC=C1)(C(C)(C)C)OCCC1(SC(=NN1C(=S)NC(C1=CC=CC=C1)=O)C1=C(C=CC(=C1)F)F)C1=CC=CC=C1 (N-(2-(2-(tert-butyldiphenylsilyloxy)ethyl)-5-(2,5-difluorophenyl)-2-phenyl-2,3-dihydro-1,3,4-thiadiazole-3-carbonothioyl)benzamide), NN (hydrazine). Solvent: C1CCOC1 (THF). Conditions: time 3 hour. Yields the product [Si](C1=CC=CC=C1)(C1=CC=CC=C1)(C(C)(C)C)OCCC1(SC(=NN1C(N)=S)C1=C(C=CC(=C1)F)F)C1=CC=CC=C1 (2-(2-(tert-butyldiphenylsilyloxy)ethyl)-5-(2,5-difluorophenyl)-2-phenyl-1,3,4-thiadiazole-3(2H)-carbothioamide). As a reaction SMILES: [Si:1]([O:18][CH2:19][CH2:20][C:21]1([C:45]2[CH:50]=[CH:49][CH:48]=[CH:47][CH:46]=2)[N:25]([C:26]([NH:28]C(=O)C2C=CC=CC=2)=[S:27])[N:24]=[C:23]([C:37]2[CH:42]=[C:41]([F:43])[CH:40]=[CH:39][C:38]=2[F:44])[S:22]1)([C:14]([CH3:17])([CH3:16])[CH3:15])([C:8]1[CH:13]=[CH:12][CH:11]=[CH:10][CH:9]=1)[C:2]1[CH:7]=[CH:6][CH:5]=[CH:4][CH:3]=1.NN>C1COCC1>[Si:1]([O:18][CH2:19][CH2:20][C:21]1([C:45]2[CH:50]=[CH:49][CH:48]=[CH:47][CH:46]=2)[N:25]([C:26](=[S:27])[NH2:28])[N:24]=[C:23]([C:37]2[CH:42]=[C:41]([F:43])[CH:40]=[CH:39][C:38]=2[F:44])[S:22]1)([C:14]([CH3:15])([CH3:16])[CH3:17])([C:8]1[CH:9]=[CH:10][CH:11]=[CH:12][CH:13]=1)[C:2]1[CH:7]=[CH:6][CH:5]=[CH:4][CH:3]=1. Procedure details: To a solution of N-(2-(2-(tert-butyldiphenylsilyloxy)ethyl)-5-(2,5-difluorophenyl)-2-phenyl-2,3-dihydro-1,3,4-thiadiazole-3-carbonothioyl)benzamide (0.677 g, 0.938 mmol) in 20 mL of anhydrous THF was added hydrazine (0.060 mL, 1.87 mmol). The reaction was stirred at room temperature for 3 hours then concentrated in vacuo. The residue was purified by flash column chromatography (5-10% ethyl acetate/hexanes) to afford the desired product as a pale yellow foam, 0.502 g, 87%. Starting materials: CN(c1cc(N2CCc3cc(S(C)(=O)=O)ccc32)ncn1)C1CCN(Cc2ccccc2)CC1, CCN(C(C)C)C(C)C, CC(Cl)OC(=O)Cl, ClCCl. The product is CN(c1cc(N2CCc3cc(S(C)(=O)=O)ccc32)ncn1)C1CCNCC1. As a reaction SMILES: [CH2:1]([c:2]1[cH:3][cH:4][cH:5][cH:6][cH:7]1)[N:8]1[CH2:9][CH2:10][CH:11]([N:14]([CH3:15])[c:16]2[n:17][cH:18][n:19][c:20]([N:22]3[CH2:23][CH2:24][c:25]4[cH:26][c:27]([S:31](=[O:32])(=[O:33])[CH3:34])[cH:28][cH:29][c:30]43)[cH:21]2)[CH2:12][CH2:13]1.[CH:35]([N:36]([CH:37]([CH3:38])[CH3:39])[CH2:40][CH3:41])([CH3:42])[CH3:43].[Cl:44][C:45]([O:46][CH:47]([Cl:48])[CH3:49])=[O:50].[Cl:51][CH2:52][Cl:53]>>[NH:8]1[CH2:9][CH2:10][CH:11]([N:14]([CH3:15])[c:16]2[n:17][cH:18][n:19][c:20]([N:22]3[CH2:23][CH2:24][c:25]4[cH:26][c:27]([S:31](=[O:32])(=[O:33])[CH3:34])[cH:28][cH:29][c:30]43)[cH:21]2)[CH2:12][CH2:13]1. Reactants: ONC(C1=C(C=C(C=C1)CO)O)=O (N,2-dihydroxy-4-(hydroxymethyl)benzamide), CN(C=O)C (N,N-dimethylformamide), S(=O)(Cl)Cl (thionyl chloride). Run in C(Cl)Cl (methylene chloride). Reaction conditions: time 2 hour. Product: ClCC1=CC2=C(C(=NO2)O)C=C1 (6-(chloromethyl)-1,2-benzisoxazol-3-ol). As a reaction SMILES: O[NH:2][C:3](=[O:13])[C:4]1[CH:9]=[CH:8][C:7]([CH2:10]O)=[CH:6][C:5]=1[OH:12].CN(C)C=O.S(Cl)([Cl:21])=O>C(Cl)Cl>[Cl:21][CH2:10][C:7]1[CH:8]=[CH:9][C:4]2[C:3]([OH:13])=[N:2][O:12][C:5]=2[CH:6]=1. Reported procedure: In 50 mL of methylene chloride was suspended 10.0 g of N,2-dihydroxy-4-(hydroxymethyl)benzamide. To this, 0.21 mL of N,N-dimethylformamide was added. This was cooled and 8.36 mL of thionyl chloride was added dropwise under ice-cooling. After 2 hours of stirring under heating reflux, 13 mL of solvent was distilled off under atmospheric pressure. To the reaction mixture was added 13 mL of methylene chloride, 4.64 mL of pyridine was added dropwise at 20-30° C., and the results were stirred for 1 ho... Reactants: C1(CCCCCCC1)NC(=S)N (N-cyclooctylthiourea), BrC1(CCC1)C(=O)OCC (ethyl 1-bromocyclobutanecarboxylate). Yields the product C1(CCCCCCC1)NC=1SC2(CCC2)C(N1)=O (6-(Cyclooctylamino)-5-thia-7-azaspiro[3.4]oct-6-en-8-one). Reaction SMILES: [CH:1]1([NH:9][C:10]([NH2:12])=[S:11])[CH2:8][CH2:7][CH2:6][CH2:5][CH2:4][CH2:3][CH2:2]1.Br[C:14]1([C:18](OCC)=[O:19])[CH2:17][CH2:16][CH2:15]1>>[CH:1]1([NH:9][C:10]2[S:11][C:14]3([C:18](=[O:19])[N:12]=2)[CH2:17][CH2:16][CH2:15]3)[CH2:8][CH2:7][CH2:6][CH2:5][CH2:4][CH2:3][CH2:2]1. Procedure: Synthesis was performed from N-cyclooctylthiourea and ethyl 1-bromocyclobutanecarboxylate according to Method D2. Starting materials: OC1=CC=C(C(=O)OC)C=C1 (Methyl 4-hydroxy-benzoate), C(C)(C)N(CCC(O)C1=CC=CC=C1)C(C)C (3-Diisopropylamino-1-phenyl-propan-1-ol). Solvent: CS(=O)(=O)O (methanesulfonic acid), ice water. Conditions: temperature 52.5 celsius. The product is C(C)(C)N(CCC(C1=CC=CC=C1)C=1C=C(C(=O)OC)C=CC1O)C(C)C (methyl 3-(3-diisopropylamino-1-phenyl-propyl)-4-hydroxy-benzoate). Isolated yield 92.0%. As a reaction SMILES: [OH:1][C:2]1[CH:11]=[CH:10][C:5]([C:6]([O:8][CH3:9])=[O:7])=[CH:4][CH:3]=1.[CH:12]([N:15]([CH:26]([CH3:28])[CH3:27])[CH2:16][CH2:17][CH:18]([C:20]1[CH:25]=[CH:24][CH:23]=[CH:22][CH:21]=1)O)([CH3:14])[CH3:13]>CS(O)(=O)=O>[CH:26]([N:15]([CH:12]([CH3:14])[CH3:13])[CH2:16][CH2:17][CH:18]([C:11]1[CH:10]=[C:5]([CH:4]=[CH:3][C:2]=1[OH:1])[C:6]([O:8][CH3:9])=[O:7])[C:20]1[CH:21]=[CH:22][CH:23]=[CH:24][CH:25]=1)([CH3:28])[CH3:27]. Reported procedure: Methyl 4-hydroxy-benzoate (52.0 g, 340 mmol) is suspended in methanesulfonic acid (90 ml) in a round-bottom flask under inert atmosphere and the mixture is heated at a temperature of 50-55° C. 3-Diisopropylamino-1-phenyl-propan-1-ol (20.0 g, 85.0 mmol) is slowly added in about 2 hours and the mixture is reacted while hot for 5-6 hours. The mixture is cooled at room temperature and slowly poured in ice/water (200 g) under strong stirring. The product is extracted with dichloromethane (200 ml) and... Reported procedure: The title compound was synthesized analogous to Example 1, using 1-chloro-2-isocyanatobenzene and intermediate 1. Yield: 79%; 1HNMR (DMSO-d6, 300 MHz): δ 9.68 (s, 1H), 8.98 (d, 1H), 8.39 (s, 1H), 8.15 (dd, 1H), 7.82 (s, 1H), 7.78 (d, 2H), 7.63 (d, 2H), 7.48 (dd, 1H), 7.34 (m, 1H), 7.05 (m, 1H), 4.3, (m, 1H), 3.68 (s, 3H), 2.26 (m, 1H), 0.95 (d, 6H); MS (ES+) m/z 471 (M+1). Yield: 79.0%. Product: ClC1=C(C=CC=C1)NC(NC1=CC=C(C=C1)C1=CN=C(O1)C(=O)NC(C(=O)OC)C(C)C)=O (Methyl 2-(5-(4-(3-(2-chlorophenyl)ureido)phenyl)oxazole-2-carboxamido)-3-methylbutanoate). The reactants are ClC1=C(C=CC=C1)N=C=O (1-chloro-2-isocyanatobenzene), NC1=CC=C(C=C1)C1=CN=C(O1)C(=O)NC(C(=O)OC)C(C)C (methyl 2-(5-(4-aminophenyl)oxazole-2-carboxamido)-3-methylbutanoate). RXN SMILES: [Cl:1][C:2]1[CH:7]=[CH:6][CH:5]=[CH:4][C:3]=1[N:8]=[C:9]=[O:10].[NH2:11][C:12]1[CH:17]=[CH:16][C:15]([C:18]2[O:22][C:21]([C:23]([NH:25][CH:26]([CH:31]([CH3:33])[CH3:32])[C:27]([O:29][CH3:30])=[O:28])=[O:24])=[N:20][CH:19]=2)=[CH:14][CH:13]=1>>[Cl:1][C:2]1[CH:7]=[CH:6][CH:5]=[CH:4][C:3]=1[NH:8][C:9](=[O:10])[NH:11][C:12]1[CH:17]=[CH:16][C:15]([C:18]2[O:22][C:21]([C:23]([NH:25][CH:26]([CH:31]([CH3:33])[CH3:32])[C:27]([O:29][CH3:30])=[O:28])=[O:24])=[N:20][CH:19]=2)=[CH:14][CH:13]=1. Reactants: [BH4-].[Na+] (sodium borohydride), [Cl-].[Na+] (sodium chloride), C(C)(=O)C=1C=NN2C(NC=3C=CC=CC3C21)=O (acetylpyrazolo[1,5-c]quinazolin-5(6H)-one), C(C)O (ethanol), O (water). The solvent is Cl (hydrochloric acid). Conditions: time 2 hour. Product: OC(C)C1=NN2C(NC=3C=CC=CC3C2=C1)=O (2-(1-Hydroxyethyl)pyrazolo[1,5-c]quinazolin-5(6H)-one). Yield: 94.0%. RXN SMILES: C([C:4]1[CH:5]=[N:6][N:7]2[C:16]=1[C:15]1[CH:14]=[CH:13][CH:12]=[CH:11][C:10]=1[NH:9][C:8]2=[O:17])(=O)C.[BH4-].[Na+].O.[Cl-].[Na+].[CH2:23]([OH:25])[CH3:24]>Cl>[OH:25][CH:23]([C:5]1[CH:4]=[C:16]2[N:7]([C:8](=[O:17])[NH:9][C:10]3[CH:11]=[CH:12][CH:13]=[CH:14][C:15]=32)[N:6]=1)[CH3:24] |f:1.2,4.5|. Procedure: A suspension of 3.3 g (0.0146 mole) of acetylpyrazolo[1,5-c]quinazolin-5(6H)-one prepared as in part A above in 300 ml of absolute ethanol is cooled to 0° and 2.22 g (0.0584 mole) of sodium borohydride added. Stirring is continued at 0° for fifteen minutes and then at room temperature for 2 hours. The reaction mixture is treated with 150 ml of water, the solution stripped to about 100 ml, saturated with solid sodium chloride and adjusted to pH 6.0 (paper) with dilute (1 N) hydrochloric acid. The... Reactants: BrC1=CC=CC=2C(=COC21)C(=O)O (7-bromo-1-benzofuran-3-carboxylic acid), C1=CN(C=N1)C(=O)N2C=CN=C2 (CDI), CNOC (MeNHOMe). Run in C(Cl)Cl (DCM). Run at time 4 hour. Yields the product BrC1=CC=CC=2C(=COC21)C(=O)N(C)OC (7-bromo-N-methoxy-N-methyl-1-benzofuran-3-carboxamide). Reaction SMILES: [Br:1][C:2]1[C:10]2[O:9][CH:8]=[C:7]([C:11]([OH:13])=O)[C:6]=2[CH:5]=[CH:4][CH:3]=1.C1N=CN(C(N2C=NC=C2)=O)C=1.[CH3:26][NH:27][O:28][CH3:29]>C(Cl)Cl>[Br:1][C:2]1[C:10]2[O:9][CH:8]=[C:7]([C:11]([N:27]([O:28][CH3:29])[CH3:26])=[O:13])[C:6]=2[CH:5]=[CH:4][CH:3]=1. Procedure details: A mixture of 7-bromo-1-benzofuran-3-carboxylic acid (8.9 g, 37 mmol), CDI (9.1 g, 56 mmol) and DCM (200 mL) was stirred for 4 hours at room temperature, and then MeNHOMe (5.5 g, 56 mmol) was added. The reaction mixture was stirred for 16 hours at room temperature. The reaction mixture was extracted with EtOAc (300 mL). The organic layer was washed with brine (50 mL), dried over Na2SO4. The solvent was concentrated in vacua. The residue was purified with silica gel chromatography to give 7-bromo-... Starting materials: C[Si](N[Si](C)(C)C)(C)C (hexamethyldisilazane), [Li]CCCC (BuLi), FC(C(=O)NCC(=O)OC\C(=C\C)\C1=CC=CC=C1)(F)F ((E)-2-Phenylbut-2-enyl 2-(2,2,2-Trifluoroacetamido)acetate), COC=1C=CC2=C(C1)C(=CC=N2)[C@@H]([C@H]3CC4CCN3C[C@@H]4C=C)O (quinidine), CC([O-])C.[Al+3].CC([O-])C.CC([O-])C (aluminum isopropoxide), CCOC(=O)C (EtOAc). The solvent is C1CCOC1 (THF), C1CCOC1 (THF). Reaction conditions: temperature -20 celsius, time 20 minute. The product is C[C@@H]([C@@H](C(=O)O)NC(C(F)(F)F)=O)C(=C)C1=CC=CC=C1 (3-Methyl-4-phenyl-2-(2,2,2-trifluoroacetamido)-(2S,3R)-pent-4-enoic Acid). Isolated yield 77.0%. Reaction SMILES: C[Si](C)(C)N[Si](C)(C)C.[Li]CCCC.[F:15][C:16]([F:35])([F:34])[C:17]([NH:19]CC(OC/C(/C1C=CC=CC=1)=C/C)=O)=[O:18].CO[C:38]1[CH:39]=[CH:40][C:41]2N=C[CH:45]=[C:44]([C@H:48](O)[C@@H:49]3N4C[C@H](C=C)C(CC4)C3)[C:42]=2[CH:43]=1.CC(C)[O-].[Al+3].CC(C)[O-].CC(C)[O-].CC[O:75][C:76]([CH3:78])=[O:77]>C1COCC1>[CH3:49][C@H:48]([C:44]([C:42]1[CH:43]=[CH:38][CH:39]=[CH:40][CH:41]=1)=[CH2:45])[C@H:78]([NH:19][C:17](=[O:18])[C:16]([F:35])([F:34])[F:15])[C:76]([OH:75])=[O:77] |f:4.5.6.7|. Procedure details: To a solution of hexamethyldisilazane (6.19 g, 8.0 mL, 38.5 mmol) in THF (20 mL at −20° C. under N2) was added BuLi (1.6 M solution in hexane, 20 mL, 32 mmol). The solution was stirred at −20° C. for 20 min and added via cannula to a suspension of 13 (2.00 g, 6.64 mmol), quinidine (4.30 g, 13.27 mmol), and aluminum isopropoxide (2.04 g, 10.0 mmol) in THF (70 mL) at −78° C. The solution was allowed to come to ambient temperature, and stirring was continued for 18 h. The mixture was next diluted w...